This data is from the Open Reaction Database (ORD), a public repository of structured organic reaction records. The task is: describe an organic reaction: reactants, conditions, products, and yield Reactants: N1CCC1 (azetidine), COC(=O)C1=NN(C=C1NC(=O)C1=NC(=CC=C1NC=1C=NC=NC1)C1CC1)C (4-{[6-cyclopropyl-3-(pyrimidin-5-ylamino)-pyridine-2-carbonyl]-amino}-1-methyl-1H-pyrazole-3-carboxylic acid methyl ester). Product: N1(CCC1)C(=O)C1=NN(C=C1NC(=O)C1=NC(=CC=C1NC=1C=NC=NC1)C1CC1)C (6-Cyclopropyl-3-(pyrimidin-5-ylamino)-pyridine-2-carboxylic acid [3-(azetidine-1-carbonyl)-1-methyl-1H-pyrazol-4-yl]-amide). Yield: 14.0%. As a reaction SMILES: [NH:1]1[CH2:4][CH2:3][CH2:2]1.C[O:6][C:7]([C:9]1[C:13]([NH:14][C:15]([C:17]2[C:22]([NH:23][C:24]3[CH:25]=[N:26][CH:27]=[N:28][CH:29]=3)=[CH:21][CH:20]=[C:19]([CH:30]3[CH2:32][CH2:31]3)[N:18]=2)=[O:16])=[CH:12][N:11]([CH3:33])[N:10]=1)=O>>[N:1]1([C:7]([C:9]2[C:13]([NH:14][C:15]([C:17]3[C:22]([NH:23][C:24]4[CH:25]=[N:26][CH:27]=[N:28][CH:29]=4)=[CH:21][CH:20]=[C:19]([CH:30]4[CH2:32][CH2:31]4)[N:18]=3)=[O:16])=[CH:12][N:11]([CH3:33])[N:10]=2)=[O:6])[CH2:4][CH2:3][CH2:2]1. Procedure details: According to the general method described in step 5 of example 27, reaction of azetidine with 4-{[6-cyclopropyl-3-(pyrimidin-5-ylamino)-pyridine-2-carbonyl]-amino}-1-methyl-1H-pyrazole-3-carboxylic acid methyl ester provided the title compound (14%) as amorphous yellow solid. The reactants are CN=C(NC=1SC=C(N1)C1CC(CCC1)N)N (2-(2-methylguanidino)-4-(3-aminocyclohexyl)thiazole), dimethyl(cyanoimido)dithiocarbonate. The solvent is CO (methanol). Conditions: time 8 hour. Product: CN=C(NC=1SC=C(N1)C1CC(CCC1)NC(SC)=NC#N)N (2-(2-methylguanidino)-4-[3-(3-cyano-2-methylisothioureido)cyclohexyl]thiazole). Reaction SMILES: [CH3:1][N:2]=[C:3]([NH2:17])[NH:4][C:5]1[S:6][CH:7]=[C:8]([CH:10]2[CH2:15][CH2:14][CH2:13][CH:12]([NH2:16])[CH2:11]2)[N:9]=1>CO>[CH3:1][N:2]=[C:3]([NH2:17])[NH:4][C:5]1[S:6][CH:7]=[C:8]([CH:10]2[CH2:15][CH2:14][CH2:13][CH:12]([NH:16][C:5](=[N:4][C:3]#[N:2])[S:6][CH3:7])[CH2:11]2)[N:9]=1. Procedure details: To a solution of 2-(2-methylguanidino)-4-(3-aminocyclohexyl)thiazole (0.5 g.) in methanol (15 ml.) was added dimethyl(cyanoimido)dithiocarbonate (0.3 g.) and the resulting solution allowed to stand at room temperature overnight. Concentration of the reaction mixture gave 2-(2-methylguanidino)-4-[3-(3-cyano-2-methylisothioureido)cyclohexyl]thiazole, m.p. 200°-204° (decomp.). Starting materials: O=C([O-])[O-], CCOC(=O)CC1OB(O)c2cc(O)cc(OCc3ccccc3)c21, Clc1cnccn1, [Cs+], [Cs+], CN(C)C=O. Yields the product CCOC(=O)CC1OB(O)c2cc(Oc3cnccn3)cc(OCc3ccccc3)c21. Reaction SMILES: [C:26](=[O:27])([O-:28])[O-:29].[CH2:1]([c:2]1[cH:3][cH:4][cH:5][cH:6][cH:7]1)[O:8][c:9]1[cH:10][c:11]([OH:25])[cH:12][c:13]2[c:17]1[CH:16]([CH2:18][C:19](=[O:20])[O:21][CH2:22][CH3:23])[O:15][B:14]2[OH:24].[Cl:32][c:33]1[n:34][cH:35][cH:36][n:37][cH:38]1.[Cs+:30].[Cs+:31].[O:39]=[CH:40][N:41]([CH3:42])[CH3:43]>>[CH2:1]([c:2]1[cH:3][cH:4][cH:5][cH:6][cH:7]1)[O:8][c:9]1[cH:10][c:11]([O:25][c:33]2[n:34][cH:35][cH:36][n:37][cH:38]2)[cH:12][c:13]2[c:17]1[CH:16]([CH2:18][C:19](=[O:20])[O:21][CH2:22][CH3:23])[O:15][B:14]2[OH:24]. Reactants: C(C#C)Br (propargyl bromide), BrCCBr (1,2-Dibromoethane), ClC1=C(C=O)C(=CC=C1)Cl (2,6-Dichlorobenzaldehyde), C[Si](C)(C)Cl (TMSCl). Reagents/catalysts: [Zn] (zinc). The solvent is C1CCOC1 (THF), C1CCOC1 (THF), C1CCOC1 (THF). Conditions: time 1 hour. Product: ClC1=C(C(=CC=C1)Cl)C(CC#C)O (1-(2,6-Dichlorophenyl)but-3-yn-1-ol). RXN SMILES: BrCCBr.C[Si](Cl)(C)C.[CH2:10](Br)[C:11]#[CH:12].[Cl:14][C:15]1[CH:22]=[CH:21][CH:20]=[C:19]([Cl:23])[C:16]=1[CH:17]=[O:18]>C1COCC1.[Zn]>[Cl:14][C:15]1[CH:22]=[CH:21][CH:20]=[C:19]([Cl:23])[C:16]=1[CH:17]([OH:18])[CH2:12][C:11]#[CH:10]. Reported procedure: General Procedure BB: To a mixture of zinc (0.60 g, 9.2 mmol) in THF (1 mL) was added 1,2-Dibromoethane (0.03 mL, 0.3 mmol). The resulting mixture was stirred under reflux for 15 min and then cooled to rt. To the reaction mixture was added TMSCl (0.03 mL, 0.2 mmol) and THF (5 mL). A solution of propargyl bromide (0.750 mL, 8.42 mmol) and THF (3 mL) was then added dropwise to the reaction mixture over a 30 min period at −10° C. After 1 h, 2,6-Dichlorobenzaldehyde (1.46 g, 8.33 mmol) was added to ...